Dataset: the Open Reaction Database (ORD), a public repository of structured organic reaction records. Task: describe an organic reaction: reactants, conditions, products, and yield The solvent is C(C)(=O)O (acetic acid). Reactants: Cl(=O)(=O)(=O)O (perchloric acid), NC1CC2=CC=C(C=C2C1)C(CCC(=O)OC)=O (methyl 4-(2-amino-indan-5-yl)-4-oxobutyrate), [H][H] (hydrogen). Reagents/catalysts: [Pd] (palladium-on-charcoal). The product is NC1CC2=CC=C(C=C2C1)CCCC(=O)OC (Methyl 4-(2-amino-indan-5-yl)-butyrate). RXN SMILES: Cl(O)(=O)(=O)=O.[NH2:6][CH:7]1[CH2:15][C:14]2[C:9](=[CH:10][CH:11]=[C:12]([C:16](=O)[CH2:17][CH2:18][C:19]([O:21][CH3:22])=[O:20])[CH:13]=2)[CH2:8]1.[H][H]>C(O)(=O)C.[Pd]>[NH2:6][CH:7]1[CH2:15][C:14]2[C:9](=[CH:10][CH:11]=[C:12]([CH2:16][CH2:17][CH2:18][C:19]([O:21][CH3:22])=[O:20])[CH:13]=2)[CH2:8]1. Procedure: 3 ml of perchloric acid and 3 g of 10% palladium-on-charcoal are added to 15 g (52.8 mmol) of methyl 4-(2-amino-indan-5-yl)-4-oxobutyrate in 200 ml of glacial acetic acid and the mixture is hydrogenated at 50° C. and a hydrogen pressure of 5 bar. When the calculated amount of hydrogen has been absorbed, the catalyst is filtered off, the filtrate is evaporated, sodium hydroxide is added to the residue and the reaction product is extracted with ether. After drying and evaporation. The desired prod... Reactants: P(=O)([O-])([O-])[O-].[K+].[K+].[K+] (tripotassium phosphate), Cl (hydrochloric acid), BrC1=CC(=C(C=C1)Cl)F (4-bromo-1-chloro-2-fluorobenzene), C(C)(=O)CC(C)=O (acetylacetone). Reagents/catalysts: [Cu]I (CuI). Run in CS(=O)C (DMSO). Reaction conditions: temperature 110 celsius, time 23 hour. The product is ClC1=C(C=C(C=C1)CC(C)=O)F (1-(4-chloro-3-fluorophenyl)propan-2-one). Yield: 48.3%. Reaction SMILES: Br[C:2]1[CH:7]=[CH:6][C:5]([Cl:8])=[C:4]([F:9])[CH:3]=1.[C:10]([CH2:13]C(=O)C)(=[O:12])[CH3:11].P([O-])([O-])([O-])=O.[K+].[K+].[K+].Cl>CS(C)=O.[Cu]I>[Cl:8][C:5]1[CH:6]=[CH:7][C:2]([CH2:11][C:10](=[O:12])[CH3:13])=[CH:3][C:4]=1[F:9] |f:2.3.4.5|. Reported procedure: To a mixture of 4-bromo-1-chloro-2-fluorobenzene (20.90 g, 100.0 mmol) and acetylacetone (30 mL, 300.0 mmol) in DMSO (100 mL) were added tripotassium phosphate (63.70 g, 300.0 mmol) and CuI (3.00 g, 15.80 mmol) under N2 and the mixture was stirred at 110° C. for 23 h. The mixture was cooled to rt and hydrochloric acid (300 mL, 2 M) was added. The resulting mixture was extracted with EtOAc (100 mL×3) and the combined organic phases were washed with brine (100 mL×2), dried over anhydrous Na2SO4 (5... Reactants: C(C)(C)(C)OC(NC1=C(C=C(C=C1)C(C1=CC=CC=C1)=O)NC(CC(=O)C1=CC(=CC=C1)Cl)=O)=O ({4-benzoyl-2-[3-(3-chloro-phenyl)-3-oxo-propionylamino]-phenyl}-carbamic acid tert.-butyl ester), C(=O)(C(F)(F)F)O (TFA). The solvent is C(Cl)Cl (CH2Cl2). Yields the product C(C1=CC=CC=C1)(=O)C=1C=CC2=C(NC(CC(=N2)C2=CC(=CC=C2)Cl)=O)C1 (8-Benzoyl-4-(3-chloro-phenyl)-1,3-dihydro-benzo[b][1,4]diazepin-2-one). Yield: 63.6%. RXN SMILES: C(OC(=O)[NH:7][C:8]1[CH:13]=[CH:12][C:11]([C:14](=[O:21])[C:15]2[CH:20]=[CH:19][CH:18]=[CH:17][CH:16]=2)=[CH:10][C:9]=1[NH:22][C:23](=[O:34])[CH2:24][C:25]([C:27]1[CH:32]=[CH:31][CH:30]=[C:29]([Cl:33])[CH:28]=1)=O)(C)(C)C.C(O)(C(F)(F)F)=O>C(Cl)Cl>[C:14]([C:11]1[CH:12]=[CH:13][C:8]2[N:7]=[C:25]([C:27]3[CH:32]=[CH:31][CH:30]=[C:29]([Cl:33])[CH:28]=3)[CH2:24][C:23](=[O:34])[NH:22][C:9]=2[CH:10]=1)(=[O:21])[C:15]1[CH:20]=[CH:19][CH:18]=[CH:17][CH:16]=1. Procedure: Prepared from {4-benzoyl-2-[3-(3-chloro-phenyl)-3-oxo-propionylamino]-phenyl}-carbamic acid tert.-butyl ester (Example K17) (193 mg, 0.39 mmol) by treatment with TFA in CH2Cl2 according to the general procedure M. Obtained as a light yellow solid (93 mg). The reactants are O=C(O)c1cnc2c(Br)cc(Cl)nn12, CCN(C(C)C)C(C)C, O=C(O)c1cnc2c(Cl)cc(Cl)nn12, O=C(Cl)C(=O)Cl, O=C(Nc1ccncc1F)c1cnc2c(Cl)cc(Cl)nn12, ClCCCl, Nc1ccncc1F, CN(C)C=O. Product: O=C(Nc1ccncc1F)c1cnc2c(Br)cc(Cl)nn12. As a reaction SMILES: [Br:15][c:16]1[c:17]2[n:18]([n:19][c:20]([Cl:22])[cH:21]1)[c:23]([C:26](=[O:27])[OH:28])[cH:24][n:25]2.[CH:48]([N:49]([CH2:50][CH3:51])[CH:52]([CH3:53])[CH3:54])([CH3:55])[CH3:56].[Cl:1][c:2]1[cH:3][c:4]([Cl:5])[c:6]2[n:7]([c:8]([C:9]([OH:10])=[O:11])[cH:12][n:13]2)[n:14]1.[Cl:34][C:35]([C:36]([Cl:37])=[O:38])=[O:39].[Cl:57][c:58]1[cH:59][c:60]([Cl:61])[c:62]2[n:63]([c:64]([C:65]([NH:66][c:67]3[cH:68][cH:69][n:70][cH:71][c:72]3[F:73])=[O:74])[cH:75][n:76]2)[n:77]1.[Cl:78][CH2:79][CH2:80][Cl:81].[F:40][c:41]1[cH:42][n:43][cH:44][cH:45][c:46]1[NH2:47].[O:29]=[CH:30][N:31]([CH3:32])[CH3:33]>>[Br:15][c:16]1[c:17]2[n:18]([n:19][c:20]([Cl:22])[cH:21]1)[c:23]([C:26](=[O:28])[NH:47][c:46]1[c:41]([F:40])[cH:42][n:43][cH:44][cH:45]1)[cH:24][n:25]2. The reactants are COc1ccc2c(C)c(-c3ccccc3)[nH]c2c1, CCOC(C)=O, Cl, O, c1ccncc1. Yields the product Cc1c(-c2ccccc2)[nH]c2cc(O)ccc12. Reaction SMILES: [CH3:1][O:2][c:3]1[cH:4][cH:5][c:6]2[c:7]([CH3:18])[c:8](-[c:12]3[cH:13][cH:14][cH:15][cH:16][cH:17]3)[nH:9][c:10]2[cH:11]1.[CH3:26][CH2:27][O:28][C:29](=[O:30])[CH3:31].[ClH:19].[OH2:32].[n:20]1[cH:21][cH:22][cH:23][cH:24][cH:25]1>>[OH:2][c:3]1[cH:4][cH:5][c:6]2[c:7]([CH3:18])[c:8](-[c:12]3[cH:13][cH:14][cH:15][cH:16][cH:17]3)[nH:9][c:10]2[cH:11]1.